Dataset: the Open Reaction Database (ORD), a public repository of structured organic reaction records. Task: describe an organic reaction: reactants, conditions, products, and yield Product: O=CCCNC(=O)C=1NC=CC1 (N-(3-Oxopropyl)pyrrole-2-carboxamide). Procedure details: Method A. A mixture of 6 (2.85 g, 13.6 mmol) and p-toluenesulfonic acid monohydrate (1.3 g, 6.84 mmol) in 80 mL of acetone/water (1:1, v/v) was refluxed for 6 h. After cooling, the reaction mixture was extracted with CH2Cl2 (3×100 mL). The combined organic extracts were dried (MgSO4) and concentrated under reduced pressure. The resulting solid was recrystallized from acetone/CH2Cl2 to afford 7 (1.81 g, 80%) as a colorless solid: mp 88-90° C.; 1H NMR (CDCl3) d 2.77 (t, 2H, J=5.8), 3.66 (q, 2H, J=... Reactants: O1C(OCC1)CCNC(=O)C=1NC=CC1 (N-[2-(1,3-Dioxolan-2-yl)ethyl]pyrrole-2-carboxamide), O.C1(=CC=C(C=C1)S(=O)(=O)O)C (p-toluenesulfonic acid monohydrate). Solvent: CC(=O)C.O (acetone water). Yield: 80.1%. Reaction SMILES: [O:1]1CCO[CH:2]1[CH2:6][CH2:7][NH:8][C:9]([C:11]1[NH:12][CH:13]=[CH:14][CH:15]=1)=[O:10].O.C1(C)C=CC(S(O)(=O)=O)=CC=1>CC(C)=O.O>[O:1]=[CH:2][CH2:6][CH2:7][NH:8][C:9]([C:11]1[NH:12][CH:13]=[CH:14][CH:15]=1)=[O:10] |f:1.2,3.4|. Starting materials: CC(C)Oc1ccc(S(C)(=O)=O)cc1C(=O)N1CCC(O)CC1, CCOC(=O)c1ccc(O)cc1. Product: CCOC(=O)c1ccc(OC2CCN(C(=O)c3cc(S(C)(=O)=O)ccc3OC(C)C)CC2)cc1. As a reaction SMILES: [OH:1][CH:2]1[CH2:3][CH2:4][N:5]([C:8](=[O:9])[c:10]2[c:11]([O:20][CH:21]([CH3:22])[CH3:23])[cH:12][cH:13][c:14]([S:16](=[O:17])(=[O:18])[CH3:19])[cH:15]2)[CH2:6][CH2:7]1.[OH:24][c:25]1[cH:26][cH:27][c:28]([C:29](=[O:30])[O:31][CH2:32][CH3:33])[cH:34][cH:35]1>>[O:1]([CH:2]1[CH2:3][CH2:4][N:5]([C:8](=[O:9])[c:10]2[c:11]([O:20][CH:21]([CH3:22])[CH3:23])[cH:12][cH:13][c:14]([S:16](=[O:17])(=[O:18])[CH3:19])[cH:15]2)[CH2:6][CH2:7]1)[c:25]1[cH:26][cH:27][c:28]([C:29](=[O:30])[O:31][CH2:32][CH3:33])[cH:34][cH:35]1.